describe an organic reaction: reactants, conditions, products, and yield From a dataset of the Open Reaction Database (ORD), a public repository of structured organic reaction records. Starting materials: O[C@H](COC1=CC=C(C=C1)C1=C(C(=NC(=C1C#N)S)OC)C#N)CO (4-(4-{[(2S)-2,3-Dihydroxypropyl]oxy}phenyl)-2-methoxy-6-sulphanylpyridine-3,5-dicarbonitrile), ClCC=1N=C(SC1)C1=CC=C(C=C1)Cl (4-(chloromethyl)-2-(4-chlorophenyl)-1,3-thiazole), C([O-])(O)=O.[Na+] (sodium bicarbonate). Reaction SMILES: [OH:1][C@@H:2]([CH2:24][OH:25])[CH2:3][O:4][C:5]1[CH:10]=[CH:9][C:8]([C:11]2[C:16]([C:17]#[N:18])=[C:15]([SH:19])[N:14]=[C:13]([O:20][CH3:21])[C:12]=2[C:22]#[N:23])=[CH:7][CH:6]=1.Cl[CH2:27][C:28]1[N:29]=[C:30]([C:33]2[CH:38]=[CH:37][C:36]([Cl:39])=[CH:35][CH:34]=2)[S:31][CH:32]=1.C(=O)(O)[O-].[Na+]>>[Cl:39][C:36]1[CH:35]=[CH:34][C:33]([C:30]2[S:31][CH:32]=[C:28]([CH2:27][S:19][C:15]3[C:16]([C:17]#[N:18])=[C:11]([C:8]4[CH:9]=[CH:10][C:5]([O:4][CH2:3][C@@H:2]([OH:1])[CH2:24][OH:25])=[CH:6][CH:7]=4)[C:12]([C:22]#[N:23])=[C:13]([O:20][CH3:21])[N:14]=3)[N:29]=2)=[CH:38][CH:37]=1 |f:2.3|. Yields the product ClC1=CC=C(C=C1)C=1SC=C(N1)CSC1=NC(=C(C(=C1C#N)C1=CC=C(C=C1)OC[C@H](CO)O)C#N)OC (2-({[2-(4-Chlorophenyl)-1,3-thiazol-4-yl]methyl}sulphanyl)-4-(4-{[(2S)-2,3-dihydroxypropyl]-oxy}phenyl)-6-methoxypyridine-3,5-dicarbonitrile). Reported procedure: The solution from Example 29A is stirred together with 75 mg (0.306 mmol) of 4-(chloromethyl)-2-(4-chlorophenyl)-1,3-thiazole and 93 mg (1.112 mmol) of sodium bicarbonate at room temperature overnight. The reaction mixture is purified by preparative HPLC (acetonitrile/water: 10:90→95:5, with 0.1% TFA added). This gives 33 mg (20% of theory over two steps) of the target compound. The reactants are N#Cc1ccc(Br)cc1, O=C([O-])[O-], Cc1ccccc1, CCOC(C)=O, [Cs+], [Cs+], Oc1ccccc1, O=C(O)c1cccc2ccccc12. Yields the product N#Cc1ccc(Oc2ccccc2)cc1. As a reaction SMILES: [Br:1][c:2]1[cH:3][cH:4][c:5]([C:6]#[N:7])[cH:8][cH:9]1.[C:17](=[O:18])([O-:19])[O-:20].[CH3:36][c:37]1[cH:38][cH:39][cH:40][cH:41][cH:42]1.[CH3:43][CH2:44][O:45][C:46](=[O:47])[CH3:48].[Cs+:21].[Cs+:22].[OH:10][c:11]1[cH:12][cH:13][cH:14][cH:15][cH:16]1.[OH:23][C:24]([c:25]1[c:26]2[c:27]([cH:28][cH:29][cH:30][cH:31]2)[cH:32][cH:33][cH:34]1)=[O:35]>>[c:2]1([O:10][c:11]2[cH:12][cH:13][cH:14][cH:15][cH:16]2)[cH:3][cH:4][c:5]([C:6]#[N:7])[cH:8][cH:9]1. Reactants: ClCCl (dichloromethane), OC1=CC=C(C=C1)N1C(N(C=C1)C1=CC=C(C=C1)OC1=CC=CC=C1)=O (1-(4-hydroxyphenyl)-3-(4-phenoxyphenyl)-1,3-dihydroimidazol-2-one), [OH-].[Na+] (sodium hydroxide), BrCCBr (1,2-dibromoethane). Reagents/catalysts: S(=O)(=O)(O)[O-].C(CCC)[N+](CCCC)(CCCC)CCCC (tetrabutylammonium hydrogen sulfate). Run at temperature 75 celsius. The product is BrCCOC1=CC=C(C=C1)N1C(N(C=C1)C1=CC=C(C=C1)OC1=CC=CC=C1)=O (1-[4-(2-Bromoethoxy)phenyl]-3-(4-phenoxyphenyl)-1,3-dihydroimidazol-2-one). Reaction SMILES: [OH:1][C:2]1[CH:7]=[CH:6][C:5]([N:8]2[CH:12]=[CH:11][N:10]([C:13]3[CH:18]=[CH:17][C:16]([O:19][C:20]4[CH:25]=[CH:24][CH:23]=[CH:22][CH:21]=4)=[CH:15][CH:14]=3)[C:9]2=[O:26])=[CH:4][CH:3]=1.[OH-].[Na+].ClCCl.[Br:32][CH2:33][CH2:34]Br>S([O-])(O)(=O)=O.C([N+](CCCC)(CCCC)CCCC)CCC>[Br:32][CH2:33][CH2:34][O:1][C:2]1[CH:3]=[CH:4][C:5]([N:8]2[CH:12]=[CH:11][N:10]([C:13]3[CH:18]=[CH:17][C:16]([O:19][C:20]4[CH:25]=[CH:24][CH:23]=[CH:22][CH:21]=4)=[CH:15][CH:14]=3)[C:9]2=[O:26])=[CH:6][CH:7]=1 |f:1.2,5.6|. Procedure: A solution of 1-(4-hydroxyphenyl)-3-(4-phenoxyphenyl)-1,3-dihydroimidazol-2-one (4.7 g) in 1,2-dibromoethane (23.6 ml) was mixed with sodium hydroxide solution (3N, 9.1 ml) and tetrabutylammonium hydrogen sulfate (232 mg). The mixture was heated at 75° C. for 2 hours. After cooling, the reaction mixture was mixed with dichloromethane and washed with sodium hydroxide solution (1N), hydrochloric acid (1N) and saturated brine. The organic phase was dried over magnesium sulfate and concentrated, and... Reactants: 31P, phosphoric acid 31P, 31P, BrBr (bromine), P(OC1=CC=CC=C1)(OC1=CC=CC=C1)OC1=CC=CC=C1 (triphenyl phosphite), initial product. Solvent: C(Cl)Cl (methylene chloride), C(Cl)Cl (methylene chloride). Conditions: time 39 hour. The product is P(OC1=CC=CC=C1)(OC1=CC=CC=C1)OC1=CC=CC=C1.BrBr (Triphenyl phosphite bromine). As a reaction SMILES: [Br:1][Br:2].[P:3]([O:18][C:19]1[CH:24]=[CH:23][CH:22]=[CH:21][CH:20]=1)([O:11][C:12]1[CH:17]=[CH:16][CH:15]=[CH:14][CH:13]=1)[O:4][C:5]1[CH:10]=[CH:9][CH:8]=[CH:7][CH:6]=1>C(Cl)Cl>[P:3]([O:11][C:12]1[CH:17]=[CH:16][CH:15]=[CH:14][CH:13]=1)([O:18][C:19]1[CH:24]=[CH:23][CH:22]=[CH:21][CH:20]=1)[O:4][C:5]1[CH:6]=[CH:7][CH:8]=[CH:9][CH:10]=1.[Br:1][Br:2] |f:3.4|. Reported procedure: To a solution of 1.6 gm of bromine in 30 ml of methylene chloride was added a solution of 3.1 gm of triphenyl phosphite in 5 ml of methylene chloride. After warming the product solution to room temperature, it was studied by 31P nuclear magnetic resonance (nmr). The 31P nmr spectrum initially indicated 1 major component having a signal at -3.7 ppm relative to the phosphoric acid 31P resonance signal. This signal decreased in intensity with time as a signal at 22.4 ppm increased in intensity. Fro... Starting materials: ClC1=NC=CC=C1S(=O)(=O)N(C)C (2-chloro-N,N-dimethyl-3-pyridinesulfonamide), C(=O)(O)C1=CC=C(C=C1)B(O)O (4-carboxyphenylboronic acid), C(=O)([O-])[O-].[Na+].[Na+] (Na2CO3). The reagents and catalysts are C=1C=CC(=CC1)[P](C=2C=CC=CC2)(C=3C=CC=CC3)[Pd]([P](C=4C=CC=CC4)(C=5C=CC=CC5)C=6C=CC=CC6)([P](C=7C=CC=CC7)(C=8C=CC=CC8)C=9C=CC=CC9)[P](C=1C=CC=CC1)(C=1C=CC=CC1)C=1C=CC=CC1 (Pd(PPh3)4). Run in CC#N (MeCN). Product: CN(S(=O)(=O)C=1C(=NC=CC1)C1=CC=C(C(=O)O)C=C1)C (4-{3-[(dimethylamino)sulfonyl]-2-pyridinyl}benzoic Acid). As a reaction SMILES: Cl[C:2]1[C:7]([S:8]([N:11]([CH3:13])[CH3:12])(=[O:10])=[O:9])=[CH:6][CH:5]=[CH:4][N:3]=1.[C:14]([C:17]1[CH:22]=[CH:21][C:20](B(O)O)=[CH:19][CH:18]=1)([OH:16])=[O:15].C([O-])([O-])=O.[Na+].[Na+]>C1C=CC([P]([Pd]([P](C2C=CC=CC=2)(C2C=CC=CC=2)C2C=CC=CC=2)([P](C2C=CC=CC=2)(C2C=CC=CC=2)C2C=CC=CC=2)[P](C2C=CC=CC=2)(C2C=CC=CC=2)C2C=CC=CC=2)(C2C=CC=CC=2)C2C=CC=CC=2)=CC=1.CC#N>[CH3:12][N:11]([CH3:13])[S:8]([C:7]1[C:2]([C:20]2[CH:21]=[CH:22][C:17]([C:14]([OH:16])=[O:15])=[CH:18][CH:19]=2)=[N:3][CH:4]=[CH:5][CH:6]=1)(=[O:10])=[O:9] |f:2.3.4,^1:35,37,56,75|. Procedure details: The product from Example 44A (1.29 g, 5.85 mmol), 4-carboxyphenylboronic acid (0.967 g, 5.82 mmol) and Pd(PPh3)4 (0.337 g, 0.292 mmol) were combined in 1:1 0.5 M Na2CO3:MeCN (46 mL) and heated at 85° C. overnight. The mixture was allowed to cool to room temperature, filtered through celite, and the filtrate was concentrated to 50% volume. The aqueous layer was acidified with concentrated HCl and extracted with CH2Cl2. The organics were dried (Na2SO4), filtered, and the filtrate was concentrated ... The reactants are CC(C(=O)[O-])C1CCN2C1=C(C=1C(=CC(=CC21)F)Br)SC2=CC=C(C=C2)Cl ((+/−)-methyl[8-bromo-9-[(4-chlorophenyl)sulfanyl]-6-fluoro-2,3-dihydro-1H-pyrrolo[1,2-a]indol-1-yl]acetate), N1=CC=CC2=CC(=CC=C12)B(O)O (quinolin-6-ylboronic acid). The product is ClC1=CC=C(C=C1)SC1=C2N(C=3C=C(C=C(C13)C=1C=C3C=CC=NC3=CC1)F)CCC2CC(=O)O ((+/−)-{9-[(4-chlorophenyl)thio]-6-fluoro-8-quinolin-6-yl-2,3-dihydro-1H-pyrrolo[1,2-a]indol-1-yl}acetic acid). Reaction SMILES: C[CH:2]([CH:6]1[C:10]2=[C:11]([S:20][C:21]3[CH:26]=[CH:25][C:24]([Cl:27])=[CH:23][CH:22]=3)[C:12]3[C:13](Br)=[CH:14][C:15]([F:18])=[CH:16][C:17]=3[N:9]2[CH2:8][CH2:7]1)[C:3]([O-:5])=[O:4].[N:28]1[C:37]2[C:32](=[CH:33][C:34](B(O)O)=[CH:35][CH:36]=2)[CH:31]=[CH:30][CH:29]=1>>[Cl:27][C:24]1[CH:25]=[CH:26][C:21]([S:20][C:11]2[C:12]3[C:13]([C:34]4[CH:33]=[C:32]5[C:37](=[CH:36][CH:35]=4)[N:28]=[CH:29][CH:30]=[CH:31]5)=[CH:14][C:15]([F:18])=[CH:16][C:17]=3[N:9]3[CH2:8][CH2:7][CH:6]([CH2:2][C:3]([OH:5])=[O:4])[C:10]=23)=[CH:22][CH:23]=1. Procedure details: Starting from (+/−)-methyl[8-bromo-9-[(4-chlorophenyl)sulfanyl]-6-fluoro-2,3-dihydro-1H-pyrrolo[1,2-a]indol-1-yl]acetate (Example 7, Step 9) and quinolin-6-ylboronic acid, the title compound was synthesized following the procedures described in Example 108. Reactants: Brc1ccc2nc[nH]c2c1, C1CCOC1, Nc1ccccc1. Product: c1ccc(Nc2ccc3[nH]cnc3c2)cc1. As a reaction SMILES: [Br:1][c:2]1[cH:3][c:4]2[c:5]([n:6][cH:7][nH:8]2)[cH:9][cH:10]1.[CH2:18]1[O:19][CH2:20][CH2:21][CH2:22]1.[NH2:11][c:12]1[cH:13][cH:14][cH:15][cH:16][cH:17]1>>[c:2]1([NH:11][c:12]2[cH:13][cH:14][cH:15][cH:16][cH:17]2)[cH:3][c:4]2[c:5]([nH:6][cH:7][n:8]2)[cH:9][cH:10]1. Starting materials: NC1=C(C(=C(C(=O)OC)C=C1[N+](=O)[O-])NC1=C(C=CC=C1)C)F (methyl 4-amino-3-fluoro-2-(2-methyl-phenylamino)-5-nitrobenzoate), O1CCCC1 (tetrahydrofuran). The solvent is CO (methanol). Yields the product NC1=C(C(=C(C(=O)OC)C=C1N)NC1=C(C=CC=C1)C)F (methyl 4,5-diamino-3-fluoro-2-(2-methyl-phenylamino)benzoate). The yield is 96.4%. Reaction SMILES: [NH2:1][C:2]1[C:11]([N+:12]([O-])=O)=[CH:10][C:5]([C:6]([O:8][CH3:9])=[O:7])=[C:4]([NH:15][C:16]2[CH:21]=[CH:20][CH:19]=[CH:18][C:17]=2[CH3:22])[C:3]=1[F:23].O1CCCC1>CO>[NH2:1][C:2]1[C:11]([NH2:12])=[CH:10][C:5]([C:6]([O:8][CH3:9])=[O:7])=[C:4]([NH:15][C:16]2[CH:21]=[CH:20][CH:19]=[CH:18][C:17]=2[CH3:22])[C:3]=1[F:23]. Procedure details: To a mixture comprised of methyl 4-amino-3-fluoro-2-(2-methyl-phenylamino)-5-nitrobenzoate (2.52 g, 0.00789 mol), tetrahydrofuran (50 ml), methanol (50 ml) and washed Raney nickel (0.5 g) was initially applied 48.6 psi of hydrogen gas at 30.2° C. in a shaker for 4 hours 48 minutes. The mixture was filtered and the filtrate concentrated in vacuo to afford 2.20 g of a salmon-colored amorphous solid; 96% yield; 1H-NMR (400 MHz; DMSO) δ7.84 (s, 1H), 7.04 (d, 1H, J=7.1 Hz), 6.98 (d, 1H, J=1.2 Hz), 6.... Reaction conditions: time 3 hour. Solvent: C(C)#N (acetonitrile), O (water), C(C)#N (acetonitrile), O (water). The product is C(C)(=O)C=1C(=C(C(=C(C1)Cl)C#N)C(CNC(OC(C)(C)C)=O)O)OCC (tert-Butyl [2-(3-acetyl-5-chloro-6-cyano-2-ethoxyphenyl)-2-hydroxyethyl]carbamate). The reagents and catalysts are [Os](=O)(=O)(=O)=O (Osmium tetraoxide). Procedure: 0.2 M Osmium tetraoxide in water (0.5 mL) was added to a solution of tert-butyl [(4-chlorobenzoyl)oxy]carbamate (Ref. Lawrence Harris, J. Org. Chem., 2011, 76, 358-372). (0.91 g, 3.3 mmol) in acetonitrile (10 mL) and stirred for 10 minutes. 4-Acetyl-6-chloro-3-ethoxy-2-vinylbenzonitrile (0.56 g, 2.2 mmol) as a solution in acetonitrile (10 mL) was added to the carbamate solution followed by the addition of water (2 mL) and the reaction was stirred for 3 hours at room temperature. The reaction was... Reactants: C(C)(=O)C1=C(C(=C(C#N)C(=C1)Cl)C=C)OCC (4-Acetyl-6-chloro-3-ethoxy-2-vinylbenzonitrile), C(N)([O-])=O (carbamate), ClC1=CC=C(C(=O)ONC(OC(C)(C)C)=O)C=C1 (tert-butyl [(4-chlorobenzoyl)oxy]carbamate). RXN SMILES: ClC1C=CC(C(O[NH:9][C:10](=[O:16])[O:11][C:12]([CH3:15])([CH3:14])[CH3:13])=O)=CC=1.[C:19]([C:22]1[CH:29]=[C:28]([Cl:30])[C:25]([C:26]#[N:27])=[C:24]([CH:31]=[CH2:32])[C:23]=1[O:33][CH2:34][CH3:35])(=[O:21])[CH3:20].C(=O)([O-:38])N>O.C(#N)C.[Os](=O)(=O)(=O)=O>[C:19]([C:22]1[C:23]([O:33][CH2:34][CH3:35])=[C:24]([CH:31]([OH:38])[CH2:32][NH:9][C:10](=[O:16])[O:11][C:12]([CH3:15])([CH3:14])[CH3:13])[C:25]([C:26]#[N:27])=[C:28]([Cl:30])[CH:29]=1)(=[O:21])[CH3:20]. The reactants are COC(CC1COC2=C(O1)C(=CC=C2)NC(C=CC2=CC=C(C=C2)CCCCC)=O)=O (8-(p-pentylcinnamoyl)amino-1,4-benzodioxane-2-acetic acid methyl ester), N (ammonia). Run in C(C)O (ethanol). Reaction conditions: time 3 day. Yields the product C(CCCC)C1=CC=C(C=CC(=O)NC2=CC=CC3=C2OC(CO3)CC(=O)N)C=C1 (8-(p-pentylcinnamoyl)amino-1,4-benzodioxane-2-acetamide). Reaction SMILES: C[O:2][C:3](=O)[CH2:4][CH:5]1[O:10][C:9]2[C:11]([NH:15][C:16](=[O:30])[CH:17]=[CH:18][C:19]3[CH:24]=[CH:23][C:22]([CH2:25][CH2:26][CH2:27][CH2:28][CH3:29])=[CH:21][CH:20]=3)=[CH:12][CH:13]=[CH:14][C:8]=2[O:7][CH2:6]1.[NH3:32]>C(O)C>[CH2:25]([C:22]1[CH:23]=[CH:24][C:19]([CH:18]=[CH:17][C:16]([NH:15][C:11]2[C:9]3[O:10][CH:5]([CH2:4][C:3]([NH2:32])=[O:2])[CH2:6][O:7][C:8]=3[CH:14]=[CH:13][CH:12]=2)=[O:30])=[CH:20][CH:21]=1)[CH2:26][CH2:27][CH2:28][CH3:29]. Procedure: 8-(p-pentylcinnamoyl)amino-1,4-benzodioxane-2-acetic acid methyl ester (341 mg; synthesized in reference example 3) was dissolved into ethanol which was saturated with ammonia (20 ml). The solution was allowed to stand for 3 days at 100° C. The reaction mixture was concentrated under reduced pressure. The residue was purified by column chromatography on silica gel (hexane: ethyl acetate=2:1) to give the title compound (191 mg).